This data is from the Open Reaction Database (ORD), a public repository of structured organic reaction records. The task is: describe an organic reaction: reactants, conditions, products, and yield Reactants: OCCN(CCCCCCCC(=O)NC1=CC=C(C(=O)OC(C)(C)C)C=C1)C (1,1-dimethylethyl 4-({8-[(2-hydroxyethyl)(methyl)amino]octanoyl}amino)-benzoate), OCCN(CCCCCCCC(=O)NC1=CC=C(C(=O)OC(C)(C)C)C=C1)C (1,1-dimethylethyl 4-({8-[(2-hydroxyethyl)(methyl)amino]octanoyl}amino)-benzoate), Cl (hydrogen chloride), O1CCOCC1 (1,4-dioxane). The solvent is ClCCl (dichloromethane). Reaction conditions: time 8 hour. Yields the product Cl.OCCN(CCCCCCCC(=O)NC1=CC=C(C(=O)O)C=C1)C (4-({8-[(2-hydroxyethyl)(methyl)amino]octanoyl}amino)benzoic acid hydrogen chloride). Reaction SMILES: [OH:1][CH2:2][CH2:3][N:4]([CH3:28])[CH2:5][CH2:6][CH2:7][CH2:8][CH2:9][CH2:10][CH2:11][C:12]([NH:14][C:15]1[CH:27]=[CH:26][C:18]([C:19]([O:21]C(C)(C)C)=[O:20])=[CH:17][CH:16]=1)=[O:13].[ClH:29].O1CCOCC1>ClCCl>[ClH:29].[OH:1][CH2:2][CH2:3][N:4]([CH3:28])[CH2:5][CH2:6][CH2:7][CH2:8][CH2:9][CH2:10][CH2:11][C:12]([NH:14][C:15]1[CH:27]=[CH:26][C:18]([C:19]([OH:21])=[O:20])=[CH:17][CH:16]=1)=[O:13] |f:4.5|. Procedure details: To a solution of 1,1-dimethylethyl 4-({8-[(2-hydroxyethyl)(methyl)amino]octanoyl}amino)-benzoate (28.4 g, 72.4 mmol, e.g. which can be as prepared in Intermediate 38) in dry dichloromethane (225 ml) was added a 4M hydrogen chloride solution in 1,4-dioxane (145 ml, 579 mmol, 8 equivalents). The mixture quickly became cloudy and was stirred overnight resulting in a uniform white suspension. The solvents were evaporated off in vacuo, using a high vacuum at the end, to give the title compound (23.45... The reactants are C1CC(=O)N(C1=O)Br (NBS), ice, FC1=C(C#N)C(=CC=C1)C (2-Fluoro-6-methylbenzonitrile), C(=O)(C(F)(F)F)O (TFA). Solvent: EtOAc Hexanes. Reaction conditions: time 8 hour. Yields the product BrC=1C(=C(C#N)C(=CC1)F)C (3-Bromo-6-fluoro-2-methylbenzonitrile). Reaction SMILES: C1C(=O)N([Br:8])C(=O)C1.[F:9][C:10]1[CH:17]=[CH:16][CH:15]=[C:14]([CH3:18])[C:11]=1[C:12]#[N:13].C(O)(C(F)(F)F)=O>>[Br:8][C:15]1[C:14]([CH3:18])=[C:11]([C:10]([F:9])=[CH:17][CH:16]=1)[C:12]#[N:13]. Reported procedure: NBS (265 g, 1490 mmol) was added portion wise to a stirred, cooled room temperature mixture of 2-Fluoro-6-methylbenzonitrile (191.8 g, 1419 mmol) in TFA (553 mL, 8500 mmol) and then the mixture was heated at reflux for 48 hours. The reaction was poured into 1 L of ice, diluted with 700 mL 30% EtOAc/Hexanes, and agitated. The aqueous layer was cut, and the organic layers were washed with 1N NaOH twice and with water. The organic layers were dried over Na2SO4, concentrated, and then stored in a −1... Reactants: [Li]CCCC, C1CCOC1, CI, CC(=O)O, CCCCCC, CC(C)NC(C)C, CC1C(O)CC(=O)N1c1ccc(C#N)c(Cl)c1, O. The product is CC1C(=O)N(c2ccc(C#N)c(Cl)c2)C(C)C1O. As a reaction SMILES: [CH2:14]([Li:15])[CH2:16][CH2:17][CH3:18].[CH2:38]1[O:39][CH2:40][CH2:41][CH2:42]1.[CH3:36][I:37].[CH3:44][C:45](=[O:46])[OH:47].[CH3:8][CH2:9][CH2:10][CH2:11][CH2:12][CH3:13].[CH:1]([NH:2][CH:3]([CH3:4])[CH3:5])([CH3:6])[CH3:7].[Cl:19][c:20]1[c:21]([C:22]#[N:23])[cH:24][cH:25][c:26]([N:28]2[CH:29]([CH3:35])[CH:30]([OH:34])[CH2:31][C:32]2=[O:33])[cH:27]1.[OH2:43]>>[CH3:1][CH:31]1[CH:30]([OH:34])[CH:29]([CH3:35])[N:28]([c:26]2[cH:25][cH:24][c:21]([C:22]#[N:23])[c:20]([Cl:19])[cH:27]2)[C:32]1=[O:33]. Reactants: C(C)(=O)O[C@H]1[C@@H](O[C@@H]([C@H]([C@@H]1OC(C)=O)OC(C)=O)COC(C)=O)OC1=NNC(=C1CC1=C(C=C(C=C1)OCCCOS(=O)(=O)C)C)C(C)C (3-(2,3,4,6-tetra-O-acetyl-β-D-glucopyranosyloxy)-5-isopropyl-4-({4-[3-(methanesulfonyloxy)propoxy]-2-methylphenyl}methyl)-1H-pyrazole), O (water), NCC(C(=O)OCC1=CC=CC=C1)(C)C (benzyl 3-amino-2,2-di(methyl)propionate), [I-].[Na+] (sodium iodide). Solvent: CC(C)O (2-propanol), C(C)#N (acetonitrile). Reaction conditions: temperature 60 celsius, time 2 day. Product: C(C)(=O)O[C@H]1[C@@H](O[C@@H]([C@H]([C@@H]1OC(C)=O)OC(C)=O)COC(C)=O)OC1=NNC(=C1CC1=C(C=C(C=C1)OCCCNCC(C)(C)C(=O)OCC1=CC=CC=C1)C)C(C)C (3-(2,3,4,6-tetra-O-acetyl-β-D-glucopyranosyloxy)-4-[(4-{3-[2-benzyloxycarbonyl-2-(methyl)propylamino]propoxy}-2-methylphenyl)methyl]-5-isopropyl-1H-pyrazole). Yield: 84.1%. Reaction SMILES: [C:1]([O:4][C@@H:5]1[C@@H:10]([O:11][C:12](=[O:14])[CH3:13])[C@H:9]([O:15][C:16](=[O:18])[CH3:17])[C@@H:8]([CH2:19][O:20][C:21](=[O:23])[CH3:22])[O:7][C@H:6]1[O:24][C:25]1[C:29]([CH2:30][C:31]2[CH:36]=[CH:35][C:34]([O:37][CH2:38][CH2:39][CH2:40]OS(C)(=O)=O)=[CH:33][C:32]=2[CH3:46])=[C:28]([CH:47]([CH3:49])[CH3:48])[NH:27][N:26]=1)(=[O:3])[CH3:2].[NH2:50][CH2:51][C:52]([CH3:64])([CH3:63])[C:53]([O:55][CH2:56][C:57]1[CH:62]=[CH:61][CH:60]=[CH:59][CH:58]=1)=[O:54].[I-].[Na+].O>CC(O)C.C(#N)C>[C:1]([O:4][C@@H:5]1[C@@H:10]([O:11][C:12](=[O:14])[CH3:13])[C@H:9]([O:15][C:16](=[O:18])[CH3:17])[C@@H:8]([CH2:19][O:20][C:21](=[O:23])[CH3:22])[O:7][C@H:6]1[O:24][C:25]1[C:29]([CH2:30][C:31]2[CH:36]=[CH:35][C:34]([O:37][CH2:38][CH2:39][CH2:40][NH:50][CH2:51][C:52]([C:53]([O:55][CH2:56][C:57]3[CH:62]=[CH:61][CH:60]=[CH:59][CH:58]=3)=[O:54])([CH3:64])[CH3:63])=[CH:33][C:32]=2[CH3:46])=[C:28]([CH:47]([CH3:48])[CH3:49])[NH:27][N:26]=1)(=[O:3])[CH3:2] |f:2.3|. Procedure details: To a solution of 3-(2,3,4,6-tetra-O-acetyl-β-D-glucopyranosyloxy)-4-{[4-(3-hydroxypropoxy)-2-methylphenyl]-methyl}-5-isopropyl-1H-pyrazole (1 g) and triethylamine (0.25 mL) in dichloromethane (5 mL) was added methanesulfonyl chloride (0.13 mL), and the mixture was stirred at room temperature for 1 hour. The reaction mixture was poured into 0.5 mol/L hydrochloric acid, and the resulting mixture was extracted with ethyl acetate. The extract was washed with water and brine, and dried over anhydrous... Reactants: O=C1C(CCCC2=C1C=CC=C2)CC(=O)O (2-(5-oxo-6,7,8,9-tetrahydro-5H-benzo[7]annulen-6-yl)acetic acid), O.NN (hydrazine hydrate). The solvent is C(C)O (ethanol). Product: N=1NC(CC2C1C1=C(CCC2)C=CC=C1)=O (4a,5,6,7-tetrahydro-2H-benzo[6,7]cyclohepta[c]pyridazin-3(4H)-one). Reaction SMILES: O=[C:2]1[C:8]2[CH:9]=[CH:10][CH:11]=[CH:12][C:7]=2[CH2:6][CH2:5][CH2:4][CH:3]1[CH2:13][C:14]([OH:16])=O.O.[NH2:18][NH2:19]>C(O)C>[N:18]1[NH:19][C:14](=[O:16])[CH2:13][CH:3]2[CH2:4][CH2:5][CH2:6][C:7]3[CH:12]=[CH:11][CH:10]=[CH:9][C:8]=3[C:2]=12 |f:1.2|. Reported procedure: A mixture of the compound of formula (Dc), 2-(5-oxo-6,7,8,9-tetrahydro-5H-benzo[7]annulen-6-yl)acetic acid, (5.7 g, 26.1 mmol) and hydrazine hydrate (1.6 mL, 32.7 mmol) in 20 mL of ethanol was refluxed for 2 h, cooled and filtered (washed with small amount of EtOH) to give the compound of formula (Dd), 4a,5,6,7-tetrahydro-2H-benzo[6,7]cyclohepta[c]pyridazin-3(4H)-one, as a white solid (4.7 g, 84%); 1H NMR (300 MHz, CDCl3) δ: 8.61 (bs, 1H), 7.53-7.14 (m, 4H), 2.98-2.75 (m, 3H), 2.58 (dd, J=15.3, ... The reactants are CCOC(=O)Cl, CCCCOc1ccc2c(c1-c1ncnc3c(C(=O)NC4CCNC4)c[nH]c13)OCO2. Product: CCCCOc1ccc2c(c1-c1ncnc3c(C(=O)NC4CCN(C(=O)OCC)C4)c[nH]c13)OCO2. As a reaction SMILES: [Cl:32][C:33](=[O:34])[O:35][CH2:36][CH3:37].[NH:1]1[CH2:2][CH:3]([NH:6][C:7](=[O:8])[c:9]2[cH:10][nH:11][c:12]3[c:13]2[n:14][cH:15][n:16][c:17]3-[c:18]2[c:19]([O:27][CH2:28][CH2:29][CH2:30][CH3:31])[cH:20][cH:21][c:22]3[c:26]2[O:25][CH2:24][O:23]3)[CH2:4][CH2:5]1>>[N:1]1([C:33](=[O:34])[O:35][CH2:36][CH3:37])[CH2:2][CH:3]([NH:6][C:7](=[O:8])[c:9]2[cH:10][nH:11][c:12]3[c:13]2[n:14][cH:15][n:16][c:17]3-[c:18]2[c:19]([O:27][CH2:28][CH2:29][CH2:30][CH3:31])[cH:20][cH:21][c:22]3[c:26]2[O:25][CH2:24][O:23]3)[CH2:4][CH2:5]1. The reactants are C(C)N(C1=CC(=C(C=O)C=C1)O)CC (4-diethylamino-2-hydroxy-benzaldehyde), C(CC(=O)OCC)(=O)OCC (diethyl malonate), N1CCCCC1 (piperidine). Run in C(C)O (ethanol). The product is C(C)N(C1=CC=C2C=C(C(OC2=C1)=O)C(=O)OCC)CC (Ethyl 7-diethylaminocoumarin-3-carboxylate). RXN SMILES: [CH2:1]([N:3]([CH2:13][CH3:14])[C:4]1[CH:11]=[CH:10][C:7]([CH:8]=O)=[C:6]([OH:12])[CH:5]=1)[CH3:2].[C:15](OCC)(=[O:22])[CH2:16][C:17]([O:19][CH2:20][CH3:21])=[O:18].N1CCCCC1>C(O)C>[CH2:1]([N:3]([CH2:13][CH3:14])[C:4]1[CH:5]=[C:6]2[C:7]([CH:8]=[C:16]([C:17]([O:19][CH2:20][CH3:21])=[O:18])[C:15](=[O:22])[O:12]2)=[CH:10][CH:11]=1)[CH3:2]. Procedure: --A solution of 4-diethylamino-2-hydroxy-benzaldehyde (29.8 g, 154 mmol) and diethyl malonate (23.8 ml, 157 mmol) in ethanol (185 ml) was treated with piperidine (1.37 ml, 13.9 mmol) and heated under reflux for 4 h. The solution was allowed to cools then concentrated under reduced pressure to approx. half-volume diluted with ether and washed with water, dilute aq. NaOH and water, dried and evaporated under reduced pressure. Trituration of the residue with EtOH (approx. 15 ml) gave yellow crystal... The reactants are CC=1NC2=C(N1)CCCC2 (2-methyl-4,5,6,7-tetrahydrobenzimidazole), C(C)OC(CBr)=O (ethylbromoacetate), [H-].[Al+3].[Li+].[H-].[H-].[H-] (lithium aluminium hydride). Yields the product CC1=NC2=C(N1CCO)CCCC2 (2-(2-methyl-4,5,6,7-tetrahydrobenzimidazol-1-yl)ethanol). As a reaction SMILES: [CH3:1][C:2]1[NH:3][C:4]2[CH2:10][CH2:9][CH2:8][CH2:7][C:5]=2[N:6]=1.[CH2:11]([O:13]C(=O)CBr)[CH3:12].[H-].[Al+3].[Li+].[H-].[H-].[H-]>>[CH3:1][C:2]1[N:6]([CH2:12][CH2:11][OH:13])[C:5]2[CH2:7][CH2:8][CH2:9][CH2:10][C:4]=2[N:3]=1 |f:2.3.4.5.6.7|. Procedure: This compound was prepared from 2-methyl-4,5,6,7-tetrahydrobenzimidazole by reaction with ethylbromoacetate followed by reduction with lithium aluminium hydride to give 2-(2-methyl-4,5,6,7-tetrahydrobenzimidazol-1-yl)ethanol. Reaction with ethyl 4-chloroacetoacetate following the procedure of 1 above gave the title compound as a red oil. NMR, CDCl3 : δ 1.26 (t, J=6 Hz, 3H); 1.80 (m, 4H); 2.40 (s, 3H); 2.49 (m, 2H); 2.57 (m, 2H); 3.44 (s, 2H); 3.67 (t, J=5 Hz, 2H); 3.92 (t, J=5 Hz, 2H); 4.13 (s, ... The reactants are O=S(=O)(O)Cl, ClC(Cl)Cl, O=C1CCOc2ccccc21. Yields the product O=C1CCOc2ccc(S(=O)(=O)Cl)cc21. As a reaction SMILES: [Cl:12][S:13](=[O:14])(=[O:15])[OH:16].[Cl:17][CH:18]([Cl:19])[Cl:20].[O:1]1[CH2:2][CH2:3][C:4](=[O:11])[c:5]2[cH:6][cH:7][cH:8][cH:9][c:10]21>>[O:1]1[CH2:2][CH2:3][C:4](=[O:11])[c:5]2[cH:6][c:7]([S:13]([Cl:12])(=[O:14])=[O:15])[cH:8][cH:9][c:10]21.